This data is from the Open Reaction Database (ORD), a public repository of structured organic reaction records. The task is: describe an organic reaction: reactants, conditions, products, and yield The reactants are CC1=CC=C2S(C=3C=C(C=CC3C(C2=C1)=O)C1=NN=NN1)(=O)=O (7-Methyl-3-(5-tetrazolyl)thioxanthone-10,10-dioxide), S(O)(O)(=O)=O (sulphuric acid), C(C)(=O)O (acetic acid). Reagents/catalysts: [O-2].[O-2].[O-2].[Cr+6] (chromium trioxide), [O-2].[O-2].[O-2].[Cr+6] (chromium trioxide). The solvent is O (water), O (water). Run at time 16 hour. Yields the product C(=O)(O)C1=CC=2C(C3=CC=C(C=C3S(C2C=C1)(=O)=O)C1=NN=NN1)=O (2-Carboxy-6-(5-tetrazolyl)thioxanthone-10,10-dioxide). Reaction SMILES: CC1[CH:15]=[C:14]2[C:5]([S:6](=[O:23])(=[O:22])[C:7]3[CH:8]=[C:9]([C:17]4[NH:21][N:20]=[N:19][N:18]=4)[CH:10]=[CH:11][C:12]=3[C:13]2=[O:16])=[CH:4][CH:3]=1.S(=O)(=O)(O)O.[C:29]([OH:32])(=[O:31])[CH3:30]>O.[O-2].[O-2].[O-2].[Cr+6]>[C:29]([C:30]1[CH:3]=[CH:4][C:5]2[S:6](=[O:23])(=[O:22])[C:7]3[C:12](=[CH:11][CH:10]=[C:9]([C:17]4[NH:21][N:20]=[N:19][N:18]=4)[CH:8]=3)[C:13](=[O:16])[C:14]=2[CH:15]=1)([OH:32])=[O:31] |f:4.5.6.7|. Procedure: 7-Methyl-3-(5-tetrazolyl)thioxanthone-10,10-dioxide (0,78g) was suspended in acetic acid (50 ml) and chromium trioxide (0.98g) in water (2.0 ml) added dropwise, followed by concentrated sulphuric acid (0.5 ml) added dropwise. The mixture was heated on the steam bath for 1 hr., then boiled under reflux for 4 hr. Further chromium trioxide (0.98g) was added and the mixture boiled for a further 16 hr. The green solution was diluted with water, and the precipitated solid filtered off and washed with ... Starting materials: ClC1=CC=C(OC2=CC=C(C=C2)N(CC(=O)C2=CC=C(C=C2)OC(C)=O)C(CCCC)=O)C=C1 (acetic acid 4-(2-{[4-(4-chloro-phenoxy)-phenyl]-pentanoyl-amino}-acetyl)-phenyl ester), C(C)(=O)[O-].[NH4+] (ammonium acetate). Solvent: C(C)(=O)O (acetic acid). Conditions: temperature 105 celsius, time 8 hour. Product: C(CCC)C=1N(C=C(N1)C1=CC=C(C=C1)O)C1=CC=C(C=C1)OC1=CC=C(C=C1)Cl (4-{2-butyl-1-[4-(4-chloro-phenoxy)-phenyl]-1H-imidazol-4-yl}-phenol). The yield is 65.6%. As a reaction SMILES: [Cl:1][C:2]1[CH:34]=[CH:33][C:5]([O:6][C:7]2[CH:12]=[CH:11][C:10]([N:13]([C:27](=O)[CH2:28][CH2:29][CH2:30][CH3:31])[CH2:14][C:15]([C:17]3[CH:22]=[CH:21][C:20]([O:23]C(=O)C)=[CH:19][CH:18]=3)=O)=[CH:9][CH:8]=2)=[CH:4][CH:3]=1.C([O-])(=O)C.[NH4+:39]>C(O)(=O)C>[CH2:28]([C:27]1[N:13]([C:10]2[CH:11]=[CH:12][C:7]([O:6][C:5]3[CH:33]=[CH:34][C:2]([Cl:1])=[CH:3][CH:4]=3)=[CH:8][CH:9]=2)[CH:14]=[C:15]([C:17]2[CH:22]=[CH:21][C:20]([OH:23])=[CH:19][CH:18]=2)[N:39]=1)[CH2:29][CH2:30][CH3:31] |f:1.2|. Reported procedure: A mixture of acetic acid 4-(2-{[4-(4-chloro-phenoxy)-phenyl]-pentanoyl-amino}-acetyl)-phenyl ester (from above, based on 200 mmol) with ammonium acetate (308 g, 4000 mmol, 20.0 eq) in acetic acid (300 mL) was stirred at 100-110° C. overnight. After completion of the reaction (indicated by HPLC), the mixture was cooled below 60° C. and poured over ice. After stirring, the solid was filtered, washed with diethyl ether (twice), ethyl acetate (twice), ether (once) and air dried, yielding ˜55.0 g (65... Starting materials: IC=1C=C(C(=O)O)C=CC1 (3-iodobenzoic acid), CCN(C(C)C)C(C)C (DIPEA), C=1C=CC2=C(C1)N=NN2O (HOBT), CCN=C=NCCCN(C)C.Cl (EDCI.HCl), C([O-])([O-])=O.[NH4+].[NH4+] (ammonium carbonate). Solvent: CC#N (MeCN), O (water). Conditions: time 10 minute. Product: IC=1C=C(C(=O)N)C=CC1 (3-Iodobenzamide). Isolated yield 82.9%. As a reaction SMILES: [I:1][C:2]1[CH:3]=[C:4]([CH:8]=[CH:9][CH:10]=1)[C:5](O)=[O:6].CC[N:13](C(C)C)C(C)C.C1C=CC2N(O)N=NC=2C=1.CCN=C=NCCCN(C)C.Cl.C(=O)([O-])[O-].[NH4+].[NH4+]>CC#N.O>[I:1][C:2]1[CH:3]=[C:4]([CH:8]=[CH:9][CH:10]=1)[C:5]([NH2:13])=[O:6] |f:3.4,5.6.7|. Procedure: To a stirred solution of 3-iodobenzoic acid (2.00 g, 8.06 mmol) and DIPEA (562 mL, 32.3 mmol) in MeCN (100 mL) at room temperature was added HOBT (1.63 g, 12.1 mmol) and EDCI.HCl (2.32 g, 12.1 mmol). After stirring for 10 minutes, ammonium carbonate (4.65 g, 48.4 mmol) was added and the resulting solution was stirred overnight. The volatiles were removed in vacuo to yield a crude solid which was suspended in water (100 mL). The resulting suspension was sonicated for 10 minutes then the solid col... Starting materials: [H-].[Na+] (sodium hydride), C(C)OC(=O)N1CCC(CC1)C1=CNC2=CC=CC=C12 (4-(1H-indol-3-yl)-piperidine-1-carboxylic acid ethyl ester), crude mixture, O (water), CS(=O)(=O)OCCC1=CSC=C1 (2-thiophen-3-yl-ethyl methansulfonate). The solvent is CN(C)C=O (DMF), CN(C)C=O (DMF), CN(C)C=O (DMF). Run at time 1 hour. Yields the product C(C)OC(=O)N1CCC(CC1)C1=CN(C2=CC=CC=C12)CCC1=CSC=C1 (4-[1-(2-thiophen-3-yl-ethyl)-1H-indol-3-yl]-piperidine-1-carboxylic acid ethyl ester). Yield: 107.7%. Reaction SMILES: [CH2:1]([O:3][C:4]([N:6]1[CH2:11][CH2:10][CH:9]([C:12]2[C:20]3[C:15](=[CH:16][CH:17]=[CH:18][CH:19]=3)[NH:14][CH:13]=2)[CH2:8][CH2:7]1)=[O:5])[CH3:2].[H-].[Na+].CS(O[CH2:28][CH2:29][C:30]1[CH:34]=[CH:33][S:32][CH:31]=1)(=O)=O.O>CN(C=O)C>[CH2:1]([O:3][C:4]([N:6]1[CH2:11][CH2:10][CH:9]([C:12]2[C:20]3[C:15](=[CH:16][CH:17]=[CH:18][CH:19]=3)[N:14]([CH2:28][CH2:29][C:30]3[CH:34]=[CH:33][S:32][CH:31]=3)[CH:13]=2)[CH2:8][CH2:7]1)=[O:5])[CH3:2] |f:1.2|. Procedure: Under inert atmosphere, a solution of 6.9 g (0.025 mol) of 4-(1H-indol-3-yl)-piperidine-1-carboxylic acid ethyl ester in 25 mL of anhydrous DMF was added dropwise to a suspension containing 1.2 g (0.030 mol) of sodium hydride (60% in mineral oil) in 70 mL of anhydrous DMF. After stirring at room temperature for 1 hour, a solution of 6.2 g (0.03 mol) of 2-thiophen-3-yl-ethyl methansulfonate in 15 mL of anhydrous DMF was added. The reaction mixture was stirred at room temperature for 30 minutes an...